This data is from the Open Reaction Database (ORD), a public repository of structured organic reaction records. The task is: describe an organic reaction: reactants, conditions, products, and yield The reactants are CC(CO)n1cc(Br)ccc1=O, O=C([O-])[O-], CCOC(C)=O, [Na+], [Na+], C1COCCO1, O, OB(O)c1cccs1. Product: CC(CO)n1cc(-c2cccs2)ccc1=O. As a reaction SMILES: [Br:1][c:2]1[cH:3][cH:4][c:5](=[O:12])[n:6]([CH:8]([CH2:9][OH:10])[CH3:11])[cH:7]1.[C:21](=[O:22])([O-:23])[O-:24].[CH3:34][CH2:35][O:36][C:37]([CH3:38])=[O:39].[Na+:25].[Na+:26].[O:27]1[CH2:28][CH2:29][O:30][CH2:31][CH2:32]1.[OH2:33].[s:13]1[c:14]([B:18]([OH:19])[OH:20])[cH:15][cH:16][cH:17]1>>[c:2]1(-[c:14]2[s:13][cH:17][cH:16][cH:15]2)[cH:3][cH:4][c:5](=[O:12])[n:6]([CH:8]([CH2:9][OH:10])[CH3:11])[cH:7]1.